From a dataset of the Open Reaction Database (ORD), a public repository of structured organic reaction records. describe an organic reaction: reactants, conditions, products, and yield The reactants are CC=1C=C(C=2C=CC=3C(=CC(=NC3C2N1)C)C=4C=CC=CC4)C=5C=CC=CC5 (bathocuproine), [Se](=O)=O (selenium dioxide), O1CCOCC1 (dioxane). Run in O (water). Conditions: time 2 hour. Yields the product C1(=CC=CC=C1)C1=CC(=NC2=C3N=C(C=C(C3=CC=C12)C1=CC=CC=C1)C=O)C=O (4,7-diphenyl-1,10-phenanthroline-2,9-dicarboxaldehyde). The yield is 88.0%. Reaction SMILES: [CH3:1][C:2]1[CH:3]=[C:4]([C:23]2[CH:24]=[CH:25][CH:26]=[CH:27][CH:28]=2)[C:5]2[CH:6]=[CH:7][C:8]3[C:9]([C:17]4[CH:18]=[CH:19][CH:20]=[CH:21][CH:22]=4)=[CH:10]C(C)=[N:12][C:13]=3[C:14]=2[N:15]=1.[Se](=O)=[O:30].[O:32]1[CH2:37][CH2:36]OCC1>O>[C:17]1([C:9]2[C:8]3[C:13](=[C:14]4[C:5](=[CH:6][CH:7]=3)[C:4]([C:23]3[CH:28]=[CH:27][CH:26]=[CH:25][CH:24]=3)=[CH:3][C:2]([CH:1]=[O:30])=[N:15]4)[N:12]=[C:36]([CH:37]=[O:32])[CH:10]=2)[CH:22]=[CH:21][CH:20]=[CH:19][CH:18]=1. Reported procedure: A mixture of bathocuproine (0.8 g, 2.2 mmole), selenium dioxide (1.16 g, 10.4 mmole), dioxane (29.6 ml) and water (1.25 ml) was heated with stirring in an oil bath at 110° for 2 hr. The hot mixture was then filtered through Celite to remove selenium metal. Water was added to the hot filtrate until slight cloudiness appeared. The mixture was then placed in the refrigerator to allow the product to precipitate. The product, which was contaminated by red selenium metal, was collected by vacuum filtr... Starting materials: ClCC1=NC(=NO1)C=1N=CN2C1CN(C(C1=C2C=CC=C1)=O)C (3-(5-chloromethyl-1,2,4-oxadiazol-3-yl)-5,6-dihydro-5-methyl-4H-imidazo[1,5-a][1,4]benzodiazepin-6-one), C(CC)NCCC (dipropylamine). The solvent is CN(C=O)C (N,N-dimethylformamide). The product is C(CC)N(CCC)CC1=NC(=NO1)C=1N=CN2C1CN(C(C1=C2C=CC=C1)=O)C (3-(5-dipropylaminomethyl-1,2,4-oxadiazol-3-yl)-5-methyl-5,6-dihydro-4H-imidazo[1,5-a][1,4]benzodiazepin-6-one). Yield: 92.5%. As a reaction SMILES: Cl[CH2:2][C:3]1[O:7][N:6]=[C:5]([C:8]2[N:9]=[CH:10][N:11]3[C:17]4[CH:18]=[CH:19][CH:20]=[CH:21][C:16]=4[C:15](=[O:22])[N:14]([CH3:23])[CH2:13][C:12]=23)[N:4]=1.[CH2:24]([NH:27][CH2:28][CH2:29][CH3:30])[CH2:25][CH3:26]>CN(C)C=O>[CH2:24]([N:27]([CH2:2][C:3]1[O:7][N:6]=[C:5]([C:8]2[N:9]=[CH:10][N:11]3[C:17]4[CH:18]=[CH:19][CH:20]=[CH:21][C:16]=4[C:15](=[O:22])[N:14]([CH3:23])[CH2:13][C:12]=23)[N:4]=1)[CH2:28][CH2:29][CH3:30])[CH2:25][CH3:26]. Procedure: 3.3 g (10 mmol) of 3-(5-chloromethyl-1,2,4-oxadiazol-3-yl)-5,6-dihydro-5-methyl-4H-imidazo[1,5-a][1,4]benzodiazepin-6-one were stirred with 5.06 g (50 mmol) of dipropylamine in 20 ml of N,N-dimethylformamide at room temperature for 4 hours. The reaction mixture was evaporated and the residue was chromatographed on silica gel while eluting with ethyl acetate. There were obtained 3.65 g (92%) of 3-(5-dipropylaminomethyl-1,2,4-oxadiazol-3-yl)-5-methyl-5,6-dihydro-4H-imidazo[1,5-a][1,4]benzodiazepin... The reactants are CCCC[N+](CCCC)(CCCC)CCCC, CCOC(C)=O, [F-], C1CCOC1, CCCC(=O)Nc1nn(COCC[Si](C)(C)C)c2cc(-c3ccc(OCc4ccccc4)cc3)c(-c3ccco3)cc12. Product: CCCC(=O)Nc1n[nH]c2cc(-c3ccc(OCc4ccccc4)cc3)c(-c3ccco3)cc12. RXN SMILES: [CH3:2][CH2:3][CH2:4][CH2:5][N+:6]([CH2:7][CH2:8][CH2:9][CH3:10])([CH2:11][CH2:12][CH2:13][CH3:14])[CH2:15][CH2:16][CH2:17][CH3:18].[CH3:61][CH2:62][O:63][C:64](=[O:65])[CH3:66].[F-:1].[O:67]1[CH2:68][CH2:69][CH2:70][CH2:71]1.[o:19]1[c:20](-[c:24]2[cH:25][c:26]3[c:27]([NH:55][C:56]([CH2:57][CH2:58][CH3:59])=[O:60])[n:28][n:29]([CH2:47][O:48][CH2:49][CH2:50][Si:51]([CH3:52])([CH3:53])[CH3:54])[c:30]3[cH:31][c:32]2-[c:33]2[cH:34][cH:35][c:36]([O:39][CH2:40][c:41]3[cH:42][cH:43][cH:44][cH:45][cH:46]3)[cH:37][cH:38]2)[cH:21][cH:22][cH:23]1>>[o:19]1[c:20](-[c:24]2[cH:25][c:26]3[c:27]([NH:55][C:56]([CH2:57][CH2:58][CH3:59])=[O:60])[n:28][nH:29][c:30]3[cH:31][c:32]2-[c:33]2[cH:34][cH:35][c:36]([O:39][CH2:40][c:41]3[cH:42][cH:43][cH:44][cH:45][cH:46]3)[cH:37][cH:38]2)[cH:21][cH:22][cH:23]1. The reactants are O=C([O-])[O-], C1CCOC1, COC(=O)C1CC(O)CN1, Cl, O=C=Nc1ccc(OCC(F)(F)F)cc1, [Na+], [Na+]. The product is COC(=O)C1CC(O)CN1C(=O)Nc1ccc(OCC(F)(F)F)cc1. As a reaction SMILES: [C:12](=[O:13])([O-:14])[O-:15].[CH2:33]1[O:34][CH2:35][CH2:36][CH2:37]1.[CH3:1][O:2][C:3](=[O:4])[CH:5]1[NH:6][CH2:7][CH:8]([OH:10])[CH2:9]1.[ClH:11].[N:18](=[C:19]=[O:20])[c:21]1[cH:22][cH:23][c:24]([O:27][CH2:28][C:29]([F:30])([F:31])[F:32])[cH:25][cH:26]1.[Na+:16].[Na+:17]>>[CH3:1][O:2][C:3](=[O:4])[CH:5]1[N:6]([C:19]([NH:18][c:21]2[cH:22][cH:23][c:24]([O:27][CH2:28][C:29]([F:30])([F:31])[F:32])[cH:25][cH:26]2)=[O:20])[CH2:7][CH:8]([OH:10])[CH2:9]1. Reactants: N#CN (cyanamide), C(C)(C)(C)OC(N(CCOC1=CC=C(C=C1)N=C=S)CC)=O (ethyl-[2-(4-isothiocyanato-phenoxy)-ethyl]-carbamic acid tert-butyl ester), O1COC2=C1C=CC(=C2)C(CBr)=O (1-(1,3-Benzodioxol-5-yl)-2-bromoethanone). Product: NC=1N=C(SC1C(=O)C1=CC2=C(OCO2)C=C1)NC1=CC=C(C=C1)OCCNCC ([4-Amino-2-[4-(2-ethylamino-ethoxy)-phenylamino]-thiazol-5-yl]-benzo[1,3]dioxol-5-yl-methanone). RXN SMILES: [N:1]#[C:2][NH2:3].C(OC(=O)[N:10]([CH2:23][CH3:24])[CH2:11][CH2:12][O:13][C:14]1[CH:19]=[CH:18][C:17]([N:20]=[C:21]=[S:22])=[CH:16][CH:15]=1)(C)(C)C.[O:26]1[C:30]2[CH:31]=[CH:32][C:33]([C:35](=[O:38])[CH2:36]Br)=[CH:34][C:29]=2[O:28][CH2:27]1>>[NH2:1][C:2]1[N:3]=[C:21]([NH:20][C:17]2[CH:16]=[CH:15][C:14]([O:13][CH2:12][CH2:11][NH:10][CH2:23][CH3:24])=[CH:19][CH:18]=2)[S:22][C:36]=1[C:35]([C:33]1[CH:32]=[CH:31][C:30]2[O:26][CH2:27][O:28][C:29]=2[CH:34]=1)=[O:38]. Reported procedure: This compound was prepared from cyanamide, ethyl-[2-(4-isothiocyanato-phenoxy)-ethyl]-carbamic acid tert-butyl ester of Example 129D and 1-benzo[1,3]dioxol-5-yl-2-bromoethanone (Example 132) following a procedure similar to Example 130. The crude product was purified by HPLC using a Waters Symmetry C-18 21.2×75 mm column with the following gradient: A (0.05% trifluoroacetic acid in water), B (0.035% trifluoroacetic acid in acetonitrile, A to B gradient (0 to 50% over 7 minutes) flow rate: 20 mL/... The reactants are C(=O)C1=NN=C(C2=C(C1)C=C1C(=C2)OCO1)C1=CC(=C(C=C1)[N+](=O)[O-])C (8-formyl-5-(3-methyl-4-nitro-phenyl)-9H-1,3-dioxolo[4,5-h][2,3]benzodiazepine), Cl.NNC(=O)N (semicarbazide hydrochloride), C(C)(=O)[O-].[Na+] (sodium acetate), C(C)O (ethanol). Run in CC(=O)C (acetone), O (water). Reaction conditions: time 6 hour. The product is CC=1C=C(C=CC1[N+](=O)[O-])C1=NN=C(CC2=C1C=C1C(=C2)OCO1)C=NNC(=O)N (5-(3-methyl-4-nitro-phenyl)-8-(semicarbazono-methyl)-9H-1,3-dioxolo[4,5-h][2,3]benzodiazepine). Yield: 81.8%. Reaction SMILES: [CH:1]([C:3]1[CH2:9][C:8]2[CH:10]=[C:11]3[O:16][CH2:15][O:14][C:12]3=[CH:13][C:7]=2[C:6]([C:17]2[CH:22]=[CH:21][C:20]([N+:23]([O-:25])=[O:24])=[C:19]([CH3:26])[CH:18]=2)=[N:5][N:4]=1)=O.Cl.[NH2:28][NH:29][C:30]([NH2:32])=[O:31].C([O-])(=O)C.[Na+].C(O)C>CC(C)=O.O>[CH3:26][C:19]1[CH:18]=[C:17]([C:6]2[C:7]3[CH:13]=[C:12]4[O:14][CH2:15][O:16][C:11]4=[CH:10][C:8]=3[CH2:9][C:3]([CH:1]=[N:28][NH:29][C:30]([NH2:32])=[O:31])=[N:4][N:5]=2)[CH:22]=[CH:21][C:20]=1[N+:23]([O-:25])=[O:24] |f:1.2,3.4|. Procedure details: A mixture of 3.51 g (10.0 millimoles) of 8-formyl-5-(3-methyl-4-nitro-phenyl)-9H-1,3-dioxolo[4,5-h][2,3]benzodiazepine, 1.34 g (12.0 millimoles) of semicarbazide hydrochloride, 1.01 g (12.0 millimoles) of anhydrous sodium acetate and 100 ml of anhydrous ethanol is stirred under boiling for 6 hours. The reaction mixture is evaporated in vacuo, the residue is suspended in 100 ml of water, stirred at room temperature for half an hour, filtered and washed with 25 ml of water. The crude product thus ...